Dataset: the Open Reaction Database (ORD), a public repository of structured organic reaction records. Task: describe an organic reaction: reactants, conditions, products, and yield Starting materials: C(C)(=O)[O-].[Na+] (sodium acetate), C(=O)(O)[O-].[Na+] (NaHCO3), CO (MeOH), ClC1=C(C(=C(C=C1)[N+](=O)[O-])Cl)[N+](=O)[O-] (1-chloro-2,4-dinitrochlorobenzene), NH4VO3. The reagents and catalysts are [Pt] (Pt/C). Run in O (water). The product is CC(=O)NC1=CC(=C(C=C1)Cl)N (3-amino-4-chloroacetanilide). Yield: 85.0%. Reaction SMILES: [C:1]([O-:4])(=O)[CH3:2].[Na+].C([O-])(O)=O.[Na+].CO.[Cl:13][C:14]1[CH:19]=[CH:18][C:17]([N+:20]([O-])=O)=[C:16](Cl)[C:15]=1[N+:24]([O-])=O>[Pt].O>[CH3:2][C:1]([NH:20][C:17]1[CH:18]=[CH:19][C:14]([Cl:13])=[C:15]([NH2:24])[CH:16]=1)=[O:4] |f:0.1,2.3|. Reported procedure: A hydrogenation reactor is charged with 15 parts of sodium acetate, 60 parts of NaHCO3, 1320 parts of MeOH and 1015 parts of 1-chloro-2,4-dinitrochlorobenzene under nitrogen at 50° C. and then 11 parts of 1% Pt/C, 0.15 parts of NH4VO3 and 66 parts of water are added.The hydrogenation is carried out at 60° C. and 18 bar. The product is isolated as 3-amino-4-chloroacetanilide (785 parts, 85% of theory). Starting materials: COC1=C(C=C(C(=O)O)C=C1)\C=C\C1=CC=C(C=C1)C(F)(F)F (4-methoxy-3-[(E)-2-(4-trifluoromethylphenyl)vinyl]benzoic acid), NC(CO)CO (2-amino-1,3-propanediol). Product: OCC(CO)NC(C1=CC(=C(C=C1)OC)\C=C\C1=CC=C(C=C1)C(F)(F)F)=O (N-(2-hydroxy-1-hydroxymethyl-ethyl)-4-methoxy-3-[(E)-2-(4-trifluoromethylphenyl)vinyl]benzamide). Reaction SMILES: [CH3:1][O:2][C:3]1[CH:11]=[CH:10][C:6]([C:7]([OH:9])=O)=[CH:5][C:4]=1/[CH:12]=[CH:13]/[C:14]1[CH:19]=[CH:18][C:17]([C:20]([F:23])([F:22])[F:21])=[CH:16][CH:15]=1.[NH2:24][CH:25]([CH2:28][OH:29])[CH2:26][OH:27]>>[OH:27][CH2:26][CH:25]([NH:24][C:7](=[O:9])[C:6]1[CH:10]=[CH:11][C:3]([O:2][CH3:1])=[C:4](/[CH:12]=[CH:13]/[C:14]2[CH:19]=[CH:18][C:17]([C:20]([F:23])([F:22])[F:21])=[CH:16][CH:15]=2)[CH:5]=1)[CH2:28][OH:29]. Procedure details: The captioned compound was synthesized from 4-methoxy-3-[(E)-2-(4-trifluoromethylphenyl)vinyl]benzoic acid obtained in step A of Example 2-2-38 and 2-amino-1,3-propanediol in accordance with the same procedure as in the methods described in step C of Example 1-2-3.